This data is from the Open Reaction Database (ORD), a public repository of structured organic reaction records. The task is: describe an organic reaction: reactants, conditions, products, and yield Reactants: COC1=NC=CC(=C1)B(O)O (2-methoxypyridin-4-ylboronic acid), ClC1=C(C(=CC(=N1)NC(=O)C1(CC1)C1=CC2=C(OC(O2)(F)F)C=C1)C)C (N-(6-chloro-4,5-dimethylpyridin-2-yl)-1-(2,2-difluorobenzo[d][1,3]dioxol-5-yl)cyclopropanecarboxamide), C(=O)([O-])[O-].[Na+].[Na+] (Na2CO3). The reagents and catalysts are C=1C=CC(=CC1)[P](C=2C=CC=CC2)(C=3C=CC=CC3)[Pd]([P](C=4C=CC=CC4)(C=5C=CC=CC5)C=6C=CC=CC6)([P](C=7C=CC=CC7)(C=8C=CC=CC8)C=9C=CC=CC9)[P](C=1C=CC=CC1)(C=1C=CC=CC1)C=1C=CC=CC1 (Pd(PPh3)4). Run in COCCOC (DME). Conditions: temperature 80 celsius, time 8 hour. Product: FC1(OC2=C(O1)C=CC(=C2)C2(CC2)C(=O)NC2=CC(=C(C(=N2)C2=CC(=NC=C2)OC)C)C)F (1-(2,2-difluorobenzo[d][1,3]dioxol-5-yl)-N-(2′-methoxy-3,4-dimethyl-2,4′-bipyridin-6-yl)cyclopropanecarboxamide). The yield is 88.2%. RXN SMILES: Cl[C:2]1[N:7]=[C:6]([NH:8][C:9]([C:11]2([C:14]3[CH:24]=[CH:23][C:17]4[O:18][C:19]([F:22])([F:21])[O:20][C:16]=4[CH:15]=3)[CH2:13][CH2:12]2)=[O:10])[CH:5]=[C:4]([CH3:25])[C:3]=1[CH3:26].[CH3:27][O:28][C:29]1[CH:34]=[C:33](B(O)O)[CH:32]=[CH:31][N:30]=1.C([O-])([O-])=O.[Na+].[Na+]>COCCOC.C1C=CC([P]([Pd]([P](C2C=CC=CC=2)(C2C=CC=CC=2)C2C=CC=CC=2)([P](C2C=CC=CC=2)(C2C=CC=CC=2)C2C=CC=CC=2)[P](C2C=CC=CC=2)(C2C=CC=CC=2)C2C=CC=CC=2)(C2C=CC=CC=2)C2C=CC=CC=2)=CC=1>[F:21][C:19]1([F:22])[O:18][C:17]2[CH:23]=[CH:24][C:14]([C:11]3([C:9]([NH:8][C:6]4[N:7]=[C:2]([C:33]5[CH:32]=[CH:31][N:30]=[C:29]([O:28][CH3:27])[CH:34]=5)[C:3]([CH3:26])=[C:4]([CH3:25])[CH:5]=4)=[O:10])[CH2:13][CH2:12]3)=[CH:15][C:16]=2[O:20]1 |f:2.3.4,^1:53,55,74,93|. Procedure: A solution of N-(6-chloro-4,5-dimethylpyridin-2-yl)-1-(2,2-difluorobenzo[d][1,3]dioxol-5-yl)cyclopropanecarboxamide (38 mg, 0.1 mmol) in DME (1 mL) was added to a reaction tube containing 2-methoxypyridin-4-ylboronic acid (46 mg, 0.15 mmol) and Pd(PPh3)4 (6 mg, 0.005 mmol). Saturated Na2CO3 solution was added (100 μL) and the reaction was stirred at 80° C. overnight. The reaction was filtered, concentrated and purified by column chromatography (0-50% ethyl acetate in hexanes) to obtain 40 mg (44... Solvent: ClCCl (dichloromethane). Run at time 4 hour. Yields the product CCCCC (pentane), BrC(C(=O)C1=CC=C(C=C1)Cl)C1=C(C=C(C=C1)Cl)Cl (2-bromo-1-(4-chlorophenyl)-2-(2,4-dichlorophenyl)ethanone). The reactants are BrBr (bromine), ClC1=CC=C(C=C1)C(CC1=C(C=C(C=C1)Cl)Cl)=O (1-(4-chlorophenyl)-2-(2,4-dichlorophenyl)ethanone). As a reaction SMILES: [Br:1]Br.[Cl:3][C:4]1[CH:9]=[CH:8][C:7]([C:10](=[O:20])[CH2:11][C:12]2[CH:17]=[CH:16][C:15]([Cl:18])=[CH:14][C:13]=2[Cl:19])=[CH:6][CH:5]=1>ClCCl>[CH3:6][CH2:5][CH2:4][CH2:9][CH3:8].[Br:1][CH:11]([C:12]1[CH:17]=[CH:16][C:15]([Cl:18])=[CH:14][C:13]=1[Cl:19])[C:10]([C:7]1[CH:8]=[CH:9][C:4]([Cl:3])=[CH:5][CH:6]=1)=[O:20]. Reported procedure: 2.5 ml of bromine are added dropwise to a solution of 1-(4-chlorophenyl)-2-(2,4-dichlorophenyl)ethanone in dichloromethane (200 ml). The mixture is stirred for 4 hours at room temperature. The reaction medium is washed with water, with saturated aqueous NaHCO3 solution and then with aqueous NH4Cl solution. The organic phase is dried over Na2SO4, filtered and evaporated to dryness. The expected product is precipitated from pentane (yield=94%). The yield is 94.0%. The reactants are CCOC(=O)CC(Cc1ccc(-c2cccc(Cl)c2)cc1)NC(=O)OC(C)(C)C, C1CCOC1, C1CCOC1, C[Si](C)(C)[N-][Si](C)(C)C, CI, [Li+]. Yields the product CCOC(=O)C(C)C(Cc1ccc(-c2cccc(Cl)c2)cc1)NC(=O)OC(C)(C)C. As a reaction SMILES: [CH2:1]([CH3:2])[O:3][C:4]([CH2:5][CH:6]([CH2:7][c:8]1[cH:9][cH:10][c:11](-[c:14]2[cH:15][c:16]([Cl:20])[cH:17][cH:18][cH:19]2)[cH:12][cH:13]1)[NH:21][C:22](=[O:23])[O:24][C:25]([CH3:26])([CH3:27])[CH3:28])=[O:29].[CH2:40]1[O:41][CH2:42][CH2:43][CH2:44]1.[CH2:47]1[O:48][CH2:49][CH2:50][CH2:51]1.[CH3:31][Si:32]([N-:33][Si:34]([CH3:35])([CH3:36])[CH3:37])([CH3:38])[CH3:39].[CH3:45][I:46].[Li+:30]>>[CH2:1]([CH3:2])[O:3][C:4]([CH:5]([CH:6]([CH2:7][c:8]1[cH:9][cH:10][c:11](-[c:14]2[cH:15][c:16]([Cl:20])[cH:17][cH:18][cH:19]2)[cH:12][cH:13]1)[NH:21][C:22](=[O:23])[O:24][C:25]([CH3:26])([CH3:27])[CH3:28])[CH3:31])=[O:29]. Starting materials: N#N (N2), [BH4-].[Na+] (Sodium borohydride), FC1=C(C=C(C=C1)C1=C(C(=CC(=C1)C)C)/C=C/C(CC(CC(=O)OC)O)=O)CO[Si](C)(C)C(C)(C)C (Methyl (E)-7-(4'-fluoro-3,5-dimethyl-3'-[ [(1,1-dimethylethyl)dimethylsilyl]oxymethyl][1,1'-biphenyl]-2-yl]-3-hydroxy-5-oxo-6-heptenoate), C(C)B(CC)CC (triethylborane). The solvent is CO (MeOH), C1CCOC1 (THF), CO (MeOH). Run at temperature -60 celsius, time 5 minute. Product: FC1=C(C=C(C=C1)C1=C(C(=CC(=C1)C)C)/C=C/C(CC(CC(=O)OC)O)O)CO[Si](C)(C)C(C)(C)C (Methyl (E)-7-(4'-fluoro-3,5-dimethyl-3'-[[(1,1-dimethylethyl)dimethylsilyl]oxymethyl][1,1'-biphenyl]-2-yl]-3,5-dihydroxy-6-heptenoate). Reaction SMILES: [F:1][C:2]1[CH:7]=[CH:6][C:5]([C:8]2[CH:13]=[C:12]([CH3:14])[CH:11]=[C:10]([CH3:15])[C:9]=2/[CH:16]=[CH:17]/[C:18](=[O:27])[CH2:19][CH:20]([OH:26])[CH2:21][C:22]([O:24][CH3:25])=[O:23])=[CH:4][C:3]=1[CH2:28][O:29][Si:30]([C:33]([CH3:36])([CH3:35])[CH3:34])([CH3:32])[CH3:31].C(B(CC)CC)C.N#N.[BH4-].[Na+]>C1COCC1.CO>[F:1][C:2]1[CH:7]=[CH:6][C:5]([C:8]2[CH:13]=[C:12]([CH3:14])[CH:11]=[C:10]([CH3:15])[C:9]=2/[CH:16]=[CH:17]/[CH:18]([OH:27])[CH2:19][CH:20]([OH:26])[CH2:21][C:22]([O:24][CH3:25])=[O:23])=[CH:4][C:3]=1[CH2:28][O:29][Si:30]([C:33]([CH3:36])([CH3:35])[CH3:34])([CH3:32])[CH3:31] |f:3.4|. Reported procedure: The compound (1g) (1.0 g, 1.96 mmol) was dissolved in dry THF (5 mL) under N2 and then treated with triethylborane (1 M in THF, 2.9 mL, 2.9 mmol). After aging for 5 minutes, the reaction mixture was cooled to -98° C. (MeOH-liq. N2 bath). Sodium borohydride (85 mg, 2.25 mmol) was added followed by MeOH (2 mL) over 5 minutes. After stirring for an additional 0.5 hours, the reaction mixture was allowed to warm to -60° C. and then was quenched by the careful addition of 30% H2O2 (4 mL) in H2O (10 mL... The reactants are CCOC(=O)C(C)(C)Oc1cc([N+](=O)[O-])cc(C(F)(F)F)c1, CCO. Reaction SMILES: [CH2:1]([CH3:2])[O:3][C:4]([C:5]([CH3:6])([O:7][c:8]1[cH:9][c:10]([N+:18]([O-:19])=[O:20])[cH:11][c:12]([C:14]([F:15])([F:16])[F:17])[cH:13]1)[CH3:21])=[O:22].[CH3:23][CH2:24][OH:25]>>[CH2:1]([CH3:2])[O:3][C:4]([C:5]([CH3:6])([O:7][c:8]1[cH:9][c:10]([NH2:18])[cH:11][c:12]([C:14]([F:15])([F:16])[F:17])[cH:13]1)[CH3:21])=[O:22]. The product is CCOC(=O)C(C)(C)Oc1cc(N)cc(C(F)(F)F)c1. Starting materials: FC1=C(C=CC=C1)N1N=NC(=C1C1=CC=NC=C1)C1=NC(=NO1)C=1C=C(C=O)C=CC1 (3-(5-(1-(2-fluorophenyl)-5-(pyridin-4-yl)-1H-1,2,3-triazol-4-yl)-1,2,4-oxadiazol-3-yl)benzaldehyde), COCCN (2-methoxyethanamine). Yields the product FC1=C(C=CC=C1)N1N=NC(=C1C1=CC=NC=C1)C1=NC(=NO1)C=1C=C(CNCCOC)C=CC1 (N-(3-{5-[1-(2-fluorophenyl)-5-pyridin-4-yl-1H-1,2,3-triazol-4-yl]-1,2,4-oxadiazol-3-yl}benzyl)-2-methoxyethanamine), Example 147. RXN SMILES: [F:1][C:2]1[CH:7]=[CH:6][CH:5]=[CH:4][C:3]=1[N:8]1[C:12]([C:13]2[CH:18]=[CH:17][N:16]=[CH:15][CH:14]=2)=[C:11]([C:19]2[O:23][N:22]=[C:21]([C:24]3[CH:25]=[C:26]([CH:29]=[CH:30][CH:31]=3)[CH:27]=O)[N:20]=2)[N:10]=[N:9]1.[CH3:32][O:33][CH2:34][CH2:35][NH2:36]>>[F:1][C:2]1[CH:7]=[CH:6][CH:5]=[CH:4][C:3]=1[N:8]1[C:12]([C:13]2[CH:14]=[CH:15][N:16]=[CH:17][CH:18]=2)=[C:11]([C:19]2[O:23][N:22]=[C:21]([C:24]3[CH:25]=[C:26]([CH:29]=[CH:30][CH:31]=3)[CH2:27][NH:36][CH2:35][CH2:34][O:33][CH3:32])[N:20]=2)[N:10]=[N:9]1. Reported procedure: The title compound was prepared following the procedure described for Example 94, starting from 3-(5-(1-(2-fluorophenyl)-5-(pyridin-4-yl)-1H-1,2,3-triazol-4-yl)-1,2,4-oxadiazol-3-yl)benzaldehyde (100 mg; 0.24 mmol) and 2-methoxyethanamine (36.4 mg; 0.48 mmol) to give Example 147 as a yellow solid. 1H NMR: (DMSO-d6, 400 MHz) δ 8.75 (2H, dd, J=4.62, 1.58 Hz), 8.05 (1H, s), 7.95-7.85 (2H, m), 7.76-7.69 (1H, m), 7.64-7.49 (6H, m), 3.90 (2H, s), 3.47 (2H, t, J=5.6 Hz), 3.29 (3H, s), 2.76 (2H, t, J=5.... Starting materials: C(C)OC(CC=O)=O (3-oxo-propionic acid ethyl ester), NC1=NC=C(C=C1)I (2-amino-5-iodopyridine), C(C)#N.C(C)O (acetonitrile ethanol). Run in C([O-])(O)=O.[Na+] (sodium bicarbonate). The product is C(C)OC(=O)C1=CN=C2N1C=C(C=C2)I (6-Iodo-imidazo[1,2-a]pyridine-3-carboxylic acid ethyl ester). The yield is 78.0%. As a reaction SMILES: [CH2:1]([O:3][C:4](=[O:8])[CH2:5][CH:6]=O)[CH3:2].[NH2:9][C:10]1[CH:15]=[CH:14][C:13]([I:16])=[CH:12][N:11]=1.C(#N)C.C(O)C>C(=O)(O)[O-].[Na+]>[CH2:1]([O:3][C:4]([C:5]1[N:11]2[CH:12]=[C:13]([I:16])[CH:14]=[CH:15][C:10]2=[N:9][CH:6]=1)=[O:8])[CH3:2] |f:2.3,4.5|. Procedure details: Reflux a solution of 3-oxo-propionic acid ethyl ester (J. Med. Chem. 2001, 44(12), 1193-2003; 3.4 g, 23.7 mmol) and 2-amino-5-iodopyridine in 1:1 acetonitrile/ethanol (100 mL) overnight. Dilute with saturated aqueous sodium bicarbonate, extract into dichloromethane (4×100 mL), combine organics, and concentrate. Flash chromatography using appropriate ethyl acetate/hexane mixtures gives 3.7 g (78%) of the subtitled compound as an off-white solid. ES+ m/e 316.7 (M+1). Reactants: C=O (formaldehyde), [OH-].[K+] (potassium hydroxide), ice water, CNC (dimethylamine), CC1=C(C(=NO1)C1=CC=CC=C1)C=1NC2=CC=CC=C2C1 (2-(5-methyl-3-phenyl-4-isoxazolyl)-indole). The solvent is C(C)(=O)O (acetic acid), C(C)(=O)O (acetic acid), O1CCOCC1 (dioxane). Reaction conditions: time 1 hour. The product is CC1=C(C(=NO1)C1=CC=CC=C1)C=1NC2=CC=CC=C2C1CN(C)C (2-(5-methyl-3-phenyl-4-isoxazolyl)-3-(dimethylaminomethyl)-indole). Reaction SMILES: [CH2:1]=O.[CH3:3][NH:4][CH3:5].[CH3:6][C:7]1[O:11][N:10]=[C:9]([C:12]2[CH:17]=[CH:16][CH:15]=[CH:14][CH:13]=2)[C:8]=1[C:18]1[NH:19][C:20]2[C:25]([CH:26]=1)=[CH:24][CH:23]=[CH:22][CH:21]=2.[OH-].[K+]>O1CCOCC1.C(O)(=O)C>[CH3:6][C:7]1[O:11][N:10]=[C:9]([C:12]2[CH:13]=[CH:14][CH:15]=[CH:16][CH:17]=2)[C:8]=1[C:18]1[NH:19][C:20]2[C:25]([C:26]=1[CH2:3][N:4]([CH3:1])[CH3:5])=[CH:24][CH:23]=[CH:22][CH:21]=2 |f:3.4|. Procedure details: A mixture of 20.6 ml. (0.24 mole) 37% aqueous formaldehyde, 18 ml. (0.12 mole) 40% aqueous dimethylamine and 80 ml. acetic acid is cooled to 0° and treated by dropwise addition with 25.5 g. (0.113 mole) 2-(5-methyl-3-phenyl-4-isoxazolyl)-indole in a solution of 45 ml. acetic acid and 125 ml. dioxane. After addition is complete the mixture is stirred for 1 hour at room temperature and poured onto 500 ml. ice-water. The resulting solution is made basic with 20% potassium hydroxide and then extract... Reported procedure: Was prepared by Method G from 4-(1,4-diaza-bicyclo[3.2.2]non yl)-phenylamine and 3-cyanobenzoyl chloride. Mp. 250° C. (decomp.). Reaction SMILES: [N:1]12[CH2:9][CH2:8][CH:5]([CH2:6][CH2:7]1)[NH:4][CH2:3][CH:2]2[C:10]1[CH:15]=[CH:14][C:13]([NH2:16])=[CH:12][CH:11]=1.[C:17]([C:19]1[CH:20]=[C:21]([CH:25]=[CH:26][CH:27]=1)[C:22]([Cl:24])=[O:23])#[N:18]>>[ClH:24].[N:1]12[CH2:9][CH2:8][CH:5]([CH2:6][CH2:7]1)[NH:4][CH2:3][CH:2]2[C:10]1[CH:15]=[CH:14][C:13]([NH:16][C:22](=[O:23])[C:21]2[CH:25]=[CH:26][CH:27]=[C:19]([C:17]#[N:18])[CH:20]=2)=[CH:12][CH:11]=1 |f:2.3|. Product: Cl.N12C(CNC(CC1)CC2)C2=CC=C(C=C2)NC(C2=CC(=CC=C2)C#N)=O (N-[4-(1,4-Diaza-bicyclo[3.2.2]non yl)-phenyl]-3-cyano-benzamide hydrochloric acid salt). The reactants are N12C(CNC(CC1)CC2)C2=CC=C(C=C2)N (4-(1,4-diaza-bicyclo[3.2.2]non yl)-phenylamine), C(#N)C=1C=C(C(=O)Cl)C=CC1 (3-cyanobenzoyl chloride).